From a dataset of the Open Reaction Database (ORD), a public repository of structured organic reaction records. describe an organic reaction: reactants, conditions, products, and yield Reactants: Clc1ncc(Cl)c(Cl)n1, CC(=O)N1CCN(c2ccc(Nc3ncc(F)c(N4CCC(CN)CC4)n3)cc2)CC1. Yields the product CC(=O)N1CCN(c2ccc(Nc3ncc(Cl)c(N4CCC(CN)CC4)n3)cc2)CC1. RXN SMILES: [Cl:32][c:33]1[n:34][c:35]([Cl:36])[c:37]([Cl:38])[cH:39][n:40]1.[NH2:1][CH2:2][CH:3]1[CH2:4][CH2:5][N:6]([c:9]2[n:10][c:11]([NH:16][c:17]3[cH:18][cH:19][c:20]([N:23]4[CH2:24][CH2:25][N:26]([C:29]([CH3:30])=[O:31])[CH2:27][CH2:28]4)[cH:21][cH:22]3)[n:12][cH:13][c:14]2[F:15])[CH2:7][CH2:8]1>>[NH2:1][CH2:2][CH:3]1[CH2:4][CH2:5][N:6]([c:9]2[n:10][c:11]([NH:16][c:17]3[cH:18][cH:19][c:20]([N:23]4[CH2:24][CH2:25][N:26]([C:29]([CH3:30])=[O:31])[CH2:27][CH2:28]4)[cH:21][cH:22]3)[n:12][cH:13][c:14]2[Cl:32])[CH2:7][CH2:8]1. Reactants: O1CCOC2=NC=CC=C21 (2,3-dihydro-[1,4]dioxino[2,3-b]pyridine), BrC(C(F)(F)Br)(F)F (1,2-dibromo-1,1,2,2-tetrafluoro-ethane), ( 12 ), C(CCC)[Li] (n-butyl lithium). Run in O1CCCC1 (tetrahydrofuran), O1CCCC1 (tetrahydrofuran), O1CCCC1 (tetrahydrofuran). Product: BrC1=C2C(=NC=C1)OCCO2 (8-Bromo-2,3-dihydro-[1,4]dioxino[2,3-b]pyridine). Reaction SMILES: [O:1]1[C:10]2[C:5](=[N:6][CH:7]=[CH:8][CH:9]=2)[O:4][CH2:3][CH2:2]1.C([Li])CCC.[Br:16]C(F)(F)C(Br)(F)F>O1CCCC1>[Br:16][C:9]1[CH:8]=[CH:7][N:6]=[C:5]2[O:4][CH2:3][CH2:2][O:1][C:10]=12. Procedure: A solution of 2,3-dihydro-[1,4]dioxino[2,3-b]pyridine (prepared by the method of H. Neunhoffer et al, Chem., Ber., 1990, 123 (12), 2453) (1.37 g, 10 mmol) in tetrahydrofuran (20 ml) under argon at −78° C. was treated over 15 minutes with a solution of n-butyl lithium (20 mmol) in tetrahydrofuran (8 ml). After 30 minutes a solution of 1,2-dibromo-1,1,2,2-tetrafluoro-ethane (2.6 g, 10 mmol) in tetrahydrofuran (10 ml) was added dropwise over 5 minutes. After a further 30 minutes the cooling bath wa... Starting materials: Cc1nc2cc(C(=O)N(C)C)c3c(c2n1CCCO[Si](C)(C)C(C)(C)C)OC(c1ccc(F)cc1)CC3, CCCC[N+](CCCC)(CCCC)CCCC, [F-], C1CCOC1. Yields the product Cc1nc2cc(C(=O)N(C)C)c3c(c2n1CCCO)OC(c1ccc(F)cc1)CC3. As a reaction SMILES: [C:1]([Si:2]([CH3:3])([CH3:4])[O:6][CH2:7][CH2:8][CH2:9][n:10]1[c:11]([CH3:35])[n:12][c:13]2[c:14]1[c:15]1[c:20]([c:21]([C:23](=[O:24])[N:25]([CH3:26])[CH3:27])[cH:22]2)[CH2:19][CH2:18][CH:17]([c:28]2[cH:29][cH:30][c:31]([F:34])[cH:32][cH:33]2)[O:16]1)([CH3:5])([CH3:36])[CH3:37].[CH3:39][CH2:40][CH2:41][CH2:42][N+:43]([CH2:44][CH2:45][CH2:46][CH3:47])([CH2:48][CH2:49][CH2:50][CH3:51])[CH2:52][CH2:53][CH2:54][CH3:55].[F-:38].[O:56]1[CH2:57][CH2:58][CH2:59][CH2:60]1>>[OH:6][CH2:7][CH2:8][CH2:9][n:10]1[c:11]([CH3:35])[n:12][c:13]2[c:14]1[c:15]1[c:20]([c:21]([C:23](=[O:24])[N:25]([CH3:26])[CH3:27])[cH:22]2)[CH2:19][CH2:18][CH:17]([c:28]2[cH:29][cH:30][c:31]([F:34])[cH:32][cH:33]2)[O:16]1. Yields the product CCOC(=O)c1cc2c(C)c(OC)ccc2[nH]1. RXN SMILES: [Br:1][c:2]1[c:3]2[cH:4][c:5]([C:13](=[O:14])[O:15][CH2:16][CH3:17])[nH:6][c:7]2[cH:8][cH:9][c:10]1[O:11][CH3:12].[CH2:26]1[O:27][CH2:28][CH2:29][CH2:30]1.[CH3:19][Zn+:20].[Cl-:18].[Na+:25].[O-:21][C:22]([OH:23])=[O:24]>>[c:2]1([CH3:22])[c:3]2[cH:4][c:5]([C:13](=[O:14])[O:15][CH2:16][CH3:17])[nH:6][c:7]2[cH:8][cH:9][c:10]1[O:11][CH3:12]. Reactants: CCOC(=O)c1cc2c(Br)c(OC)ccc2[nH]1, C1CCOC1, C[Zn+], [Cl-], [Na+], O=C([O-])O. Reported procedure: To a scintillation vial was added 6-[3-(4-fluoro-phenoxy)-phenyl]-4-vinyl-pyridine-2-carboxylic acid amide (0.066 g), 5 ml IPA, 5 ml water, and 0.270 g AD Mix beta. After the oxidation reaction was complete, the mixture was partitioned between 50 ml water and 50 ml EtOAc. The organic layer was separated, concentrated under reduced vacuum, and chromatographed by combiflash using a 12-gram silica column using a gradient of MeOH (0-40%) in chloroform as the eluent. The compound was purified further... Starting materials: FC1=CC=C(OC=2C=C(C=CC2)C2=CC(=CC(=N2)C(=O)N)C=C)C=C1 (6-[3-(4-fluoro-phenoxy)-phenyl]-4-vinyl-pyridine-2-carboxylic acid amide), CC(C)O (IPA), O (water). The yield is 26.0%. Reaction SMILES: [F:1][C:2]1[CH:25]=[CH:24][C:5]([O:6][C:7]2[CH:8]=[C:9]([C:13]3[N:18]=[C:17]([C:19]([NH2:21])=[O:20])[CH:16]=C(C=C)[CH:14]=3)[CH:10]=[CH:11][CH:12]=2)=[CH:4][CH:3]=1.[CH3:26][CH:27]([OH:29])[CH3:28].[OH2:30]>>[OH:29][C@H:27]([C:28]1[CH:14]=[C:13]([C:9]2[CH:10]=[CH:11][CH:12]=[C:7]([O:6][C:5]3[CH:24]=[CH:25][C:2]([F:1])=[CH:3][CH:4]=3)[CH:8]=2)[N:18]=[C:17]([C:19]([NH2:21])=[O:20])[CH:16]=1)[CH2:26][OH:30]. Yields the product O[C@@H](CO)C1=CC(=NC(=C1)C1=CC(=CC=C1)OC1=CC=C(C=C1)F)C(=O)N (4-((R)-1,2-dihydroxy-ethyl)-6-[3-(4-fluoro-phenoxy)-phenyl]-pyridine-2-carboxylic acid amide). Starting materials: ClCC1=NC=CC(=C1)C1=CC(=C(C(=C1)OC)OC)OC (2-Chloromethyl-4-(3,4,5-trimethoxyphenyl)pyridine), N1CCNCC1 (piperazine). Product: COC=1C=C(C=C(C1OC)OC)C1=CC(=NC=C1)CN1CCN(CC1)CC1=NC=CC(=C1)C1=CC(=C(C(=C1)OC)OC)OC (N,N′-bis[[4-(3,4,5-Trimethoxyphenyl)pyridin-2-yl]methyl]piperazine). As a reaction SMILES: Cl[CH2:2][C:3]1[CH:8]=[C:7]([C:9]2[CH:14]=[C:13]([O:15][CH3:16])[C:12]([O:17][CH3:18])=[C:11]([O:19][CH3:20])[CH:10]=2)[CH:6]=[CH:5][N:4]=1.[NH:21]1[CH2:26][CH2:25][NH:24][CH2:23][CH2:22]1>>[CH3:20][O:19][C:11]1[CH:10]=[C:9]([C:7]2[CH:6]=[CH:5][N:4]=[C:3]([CH2:2][N:21]3[CH2:26][CH2:25][N:24]([CH2:2][C:3]4[CH:8]=[C:7]([C:9]5[CH:10]=[C:11]([O:19][CH3:20])[C:12]([O:17][CH3:18])=[C:13]([O:15][CH3:16])[CH:14]=5)[CH:6]=[CH:5][N:4]=4)[CH2:23][CH2:22]3)[CH:8]=2)[CH:14]=[C:13]([O:15][CH3:16])[C:12]=1[O:17][CH3:18]. Procedure details: 2-Chloromethyl-4-(3,4,5-trimethoxyphenyl)pyridine (195 mg) and piperazine (28 mg) were reacted in the same manner as in Example 1 to obtain the title compound. The reactants are C12(CC3CC(CC(C1)C3)C2)Br (Adamantyl bromide), [SnH4] (tin hydride). Yields the product C12CC3CC(CC(C1)C3)C2 (adamantane). The yield is 90.0%. RXN SMILES: [C:1]12(Br)[CH2:10][CH:5]3[CH2:6][CH:7]([CH2:9][CH:3]([CH2:4]3)[CH2:2]1)[CH2:8]2.[SnH4]>>[CH:1]12[CH2:10][CH:5]3[CH2:6][CH:7]([CH2:9][CH:3]([CH2:4]3)[CH2:2]1)[CH2:8]2. Procedure details: Adamantyl bromide was cleanly reduced over approximately 3 hours with 1.2 equiv of fluorous tin hydride reagent 3 in refluxing BTF (stoichiometric procedure). After evaporation of the BTF and liquid-liquid extraction (PFMC-CH2Cl2) to separate the tin products, adamantane was isolated in 90% yield (as determined by GC integration). Under the stoichiometric procedure, fluorous tin hydride reagent 3 reduces a number of other functional groups besides halides, as shown in FIG. 1. In these substrates...